Dataset: the Open Reaction Database (ORD), a public repository of structured organic reaction records. Task: describe an organic reaction: reactants, conditions, products, and yield Reactants: ice, [H-].[Al+3].[Li+].[H-].[H-].[H-] (lithium aluminium hydride), CNC(=O)[C@@H]1CC[C@H](CC1)OCCCCOCC1=CC=CC=C1 (trans-4-(4-benzyloxy-butoxy)-cyclohexanecarboxylic acid methylamide). Run in O1CCCC1 (tetrahydrofuran), O1CCCC1 (tetrahydrofuran), C(C)(=O)OCC (ethyl acetate). Reaction conditions: temperature 50 celsius, time 2 hour. The product is C(C1=CC=CC=C1)OCCCCO[C@@H]1CC[C@H](CC1)CNC (trans-[4-(4-benzyloxy-butoxy)-cyclohexylmethyl]-methyl-amine). Isolated yield 97.5%. Reaction SMILES: [CH3:1][NH:2][C:3]([C@H:5]1[CH2:10][CH2:9][C@H:8]([O:11][CH2:12][CH2:13][CH2:14][CH2:15][O:16][CH2:17][C:18]2[CH:23]=[CH:22][CH:21]=[CH:20][CH:19]=2)[CH2:7][CH2:6]1)=O.[H-].[Al+3].[Li+].[H-].[H-].[H-]>O1CCCC1.C(OCC)(=O)C>[CH2:17]([O:16][CH2:15][CH2:14][CH2:13][CH2:12][O:11][C@H:8]1[CH2:7][CH2:6][C@H:5]([CH2:3][NH:2][CH3:1])[CH2:10][CH2:9]1)[C:18]1[CH:23]=[CH:22][CH:21]=[CH:20][CH:19]=1 |f:1.2.3.4.5.6|. Procedure: 2.2 g (6.88 mmol) trans-4-(4-benzyloxy-butoxy)-cyclohexanecarboxylic acid methylamide dissolved in 10 ml of tetrahydrofuran were added slowly to a suspension of 0.261 g of lithium aluminium hydride in 10 ml of tetrahydrofuran. The reaction mixture was then stirred at 50° C. for 2 hours, cooled to 0° C., treated with 2 g of ice, stirred at room temperature for 30 minutes, diluted with ethyl acetate, dried over sodium sulfate, filtered and evaporated to give 2.05 g (97.4%) trans-[4-(4-benzyloxy-bu... Starting materials: C1(=CC=CC=C1)S(=O)(=O)N1C=C(C2=CC=CC=C12)C=O (1-Benzenesulfonyl-1H-indole-3-carboxaldehyde), [BH4-].[Na+] (Sodiumborohydride). Run in ClCCl (dichloromethane). Conditions: time 3.5 hour. The product is C1(=CC=CC=C1)S(=O)(=O)N1C=C(C2=CC=CC=C12)CO (1-Benzenesulfonyl-1H-indol-3-ylmethanol). As a reaction SMILES: [C:1]1([S:7]([N:10]2[C:18]3[C:13](=[CH:14][CH:15]=[CH:16][CH:17]=3)[C:12]([CH:19]=[O:20])=[CH:11]2)(=[O:9])=[O:8])[CH:6]=[CH:5][CH:4]=[CH:3][CH:2]=1.[BH4-].[Na+]>ClCCl>[C:1]1([S:7]([N:10]2[C:18]3[C:13](=[CH:14][CH:15]=[CH:16][CH:17]=3)[C:12]([CH2:19][OH:20])=[CH:11]2)(=[O:8])=[O:9])[CH:2]=[CH:3][CH:4]=[CH:5][CH:6]=1 |f:1.2|. Procedure: In a three necked round bottom flask equipped with pressure equalizing funnel, 1-Benzenesulfonyl-1H-indole-3-carboxaldehyde (D1, 2.86 g, 0.01 mole) and dichloromethane (8 mL) were taken. Sodiumborohydride (0.005-0.01 mole) was added slowly at room temperature and the reaction mixture was stirred well for next 3-4 hours. After the completion of reaction (TLC, 3-5 hours), the product was isolated by distillation under reduced pressure. The residue was extracted with ethyl acetate (2×25 mL). The co...